From a dataset of the Open Reaction Database (ORD), a public repository of structured organic reaction records. describe an organic reaction: reactants, conditions, products, and yield Reaction conditions: temperature 70 celsius, time 5 hour. The reactants are FC(CC/C=C(/C(=O)OCC)\CCCCCCCCCC1C(COC2=CC(=CC=C12)OCOC)(C)C1=CC=C(C=C1)OCOC)(C(F)(F)F)F (ethyl (E)-6,6,7,7,7-pentafluoro-2-{9-[(3RS,4RS)-7-methoxymethoxy-3-(4-methoxymethoxyphenyl)-3-methylchroman-4-yl]nonyl}-2-h eptenoate), Cl (hydrochloric acid). Yields the product FC(CC/C=C(/C(=O)O)\CCCCCCCCCC1C(COC2=CC(=CC=C12)OCOC)(C)C1=CC=C(C=C1)OCOC)(C(F)(F)F)F ((E)-6,6,7,7,7-pentafluoro-2-{9-[(3RS,4RS)-7-methoxymethoxy-3-(4-methoxymethoxyphenyl)-3-methylchroman-4-yl]nonyl}-2-heptenoic acid). Run in C(C)O (ethyl alcohol), [OH-].[K+] (potassium hydroxide). RXN SMILES: [F:1][C:2]([F:50])([C:46]([F:49])([F:48])[F:47])[CH2:3][CH2:4]/[CH:5]=[C:6](\[CH2:12][CH2:13][CH2:14][CH2:15][CH2:16][CH2:17][CH2:18][CH2:19][CH2:20][CH:21]1[C:30]2[C:25](=[CH:26][C:27]([O:31][CH2:32][O:33][CH3:34])=[CH:28][CH:29]=2)[O:24][CH2:23][C:22]1([C:36]1[CH:41]=[CH:40][C:39]([O:42][CH2:43][O:44][CH3:45])=[CH:38][CH:37]=1)[CH3:35])/[C:7]([O:9]CC)=[O:8].Cl>C(O)C.[OH-].[K+]>[F:50][C:2]([F:1])([C:46]([F:47])([F:48])[F:49])[CH2:3][CH2:4]/[CH:5]=[C:6](\[CH2:12][CH2:13][CH2:14][CH2:15][CH2:16][CH2:17][CH2:18][CH2:19][CH2:20][CH:21]1[C:30]2[C:25](=[CH:26][C:27]([O:31][CH2:32][O:33][CH3:34])=[CH:28][CH:29]=2)[O:24][CH2:23][C:22]1([C:36]1[CH:37]=[CH:38][C:39]([O:42][CH2:43][O:44][CH3:45])=[CH:40][CH:41]=1)[CH3:35])/[C:7]([OH:9])=[O:8] |f:3.4|. Procedure details: To a stirred solution of ethyl (E)-6,6,7,7,7-pentafluoro-2-{9-[(3RS,4RS)-7-methoxymethoxy-3-(4-methoxymethoxyphenyl)-3-methylchroman-4-yl]nonyl}-2-h eptenoate (116 mg, 0.16 mmol) in ethyl alcohol (5 ml), 5 N aqueous potassium hydroxide solution was added and the mixture was stirred under N2 atmosphere at 70° C. for 5 h. After cooling to room temperature the reaction mixture was acidified by 6 N aqueous hydrochloric acid and extracted with methylene chloride. Extracts were dried over anhydrous so... The reactants are B(Cl)(Cl)Cl (Boron trichloride), COC=1C=C(C=C(C1)OC)N(S(=O)(=O)C1=CC=C(C=C1)C)CCCCCCC (N-(3,5-Dimethoxy-phenyl)-N-heptyl-4-methyl-benzenesulfonamide). The reagents and catalysts are [I-].C(CCC)[N+](CCCC)(CCCC)CCCC (tetrabutylammonium iodide). The solvent is ClCCl (dichloromethane). Conditions: temperature -78 celsius, time 20 minute. Product: OC=1C=C(C=C(C1)O)N(S(=O)(=O)C1=CC=C(C=C1)C)CCCCCCC (N-(3,5-Dihydroxy-phenyl)-N-heptyl-4-methyl-benzenesulfonamide). Isolated yield 286.5%. As a reaction SMILES: B(Cl)(Cl)Cl.C[O:6][C:7]1[CH:8]=[C:9]([N:15]([CH2:26][CH2:27][CH2:28][CH2:29][CH2:30][CH2:31][CH3:32])[S:16]([C:19]2[CH:24]=[CH:23][C:22]([CH3:25])=[CH:21][CH:20]=2)(=[O:18])=[O:17])[CH:10]=[C:11]([O:13]C)[CH:12]=1>[I-].C([N+](CCCC)(CCCC)CCCC)CCC.ClCCl>[OH:6][C:7]1[CH:8]=[C:9]([N:15]([CH2:26][CH2:27][CH2:28][CH2:29][CH2:30][CH2:31][CH3:32])[S:16]([C:19]2[CH:24]=[CH:23][C:22]([CH3:25])=[CH:21][CH:20]=2)(=[O:18])=[O:17])[CH:10]=[C:11]([OH:13])[CH:12]=1 |f:2.3|. Procedure details: Boron trichloride solution (145 mL, 1.0 M in CH2Cl2) was added dropwise to a solution of N-(3,5-Dimethoxy-phenyl)-N-heptyl-4-methyl-benzenesulfonamide (19.0 g, 47 mmol) and tetrabutylammonium iodide (53.5 g, 145 mmol) in 250 mL of anhydrous dichloromethane at −78° C. under argon atmosphere. The reaction mixture was stirred at −78° C. for 20 minutes, and then at 0° C. for 2 h. The reaction was quenched by addition of 100 mL of water slowly. The organic layer was separated and washed with water, 3... Starting materials: C([O-])([O-])=O.[K+].[K+] (Potassium carbonate), C1COCCOCCOCCOCCOCCO1 (18-crown-6), BrCC1CC1 (1-(bromomethyl)cyclopropane), C(#N)C1=C(N(C=2N([C@@H]1C1=CC=C(C=C1)C#N)N=C(N2)NC(OCC2=CC=CC=C2)=O)C2=CC(=CC=C2)C(F)(F)F)C (benzyl {(7R)-6-cyano-7-(4-cyanophenyl)-5-methyl-4-[3-(trifluoromethyl)phenyl]-4,7-dihydro[1,2,4]triazolo[1,5-a]pyrimidin-2-yl}carbamate). Solvent: CN(C)C=O (DMF). Run at time 12 hour. Product: C(C1=CC=CC=C1)OC(N(CC1CC1)C1=NN2C(N(C(=C([C@H]2C2=CC=C(C=C2)C#N)C#N)C)C2=CC(=CC=C2)C(F)(F)F)=N1)=O (Benzyl{(7R)-6-cyano-7-(4-cyanophenyl)-5-methyl-4-[3-(trifluoromethyl)phenyl]-4,7-dihydro-[1,2,4]triazolo[1,5-a]pyrimidin-2-yl}(cyclopropylmethyl)carbamate). RXN SMILES: C(=O)([O-])[O-].[K+].[K+].C1OCCOCCOCCOCCOCCOC1.Br[CH2:26][CH:27]1[CH2:29][CH2:28]1.[C:30]([C:32]1[C@@H:37]([C:38]2[CH:43]=[CH:42][C:41]([C:44]#[N:45])=[CH:40][CH:39]=2)[N:36]2[N:46]=[C:47]([NH:49][C:50](=[O:59])[O:51][CH2:52][C:53]3[CH:58]=[CH:57][CH:56]=[CH:55][CH:54]=3)[N:48]=[C:35]2[N:34]([C:60]2[CH:65]=[CH:64][CH:63]=[C:62]([C:66]([F:69])([F:68])[F:67])[CH:61]=2)[C:33]=1[CH3:70])#[N:31]>CN(C=O)C>[CH2:52]([O:51][C:50](=[O:59])[N:49]([C:47]1[N:48]=[C:35]2[N:34]([C:60]3[CH:65]=[CH:64][CH:63]=[C:62]([C:66]([F:69])([F:67])[F:68])[CH:61]=3)[C:33]([CH3:70])=[C:32]([C:30]#[N:31])[C@@H:37]([C:38]3[CH:39]=[CH:40][C:41]([C:44]#[N:45])=[CH:42][CH:43]=3)[N:36]2[N:46]=1)[CH2:26][CH:27]1[CH2:29][CH2:28]1)[C:53]1[CH:54]=[CH:55][CH:56]=[CH:57][CH:58]=1 |f:0.1.2|. Procedure: Potassium carbonate (15.7 mg, 113 μmol, 2.1 eq.), 18-crown-6 (30 mg, 113 μmol, 2.1 eq.) and 1-(bromomethyl)cyclopropane (15.3 mg, 113 μmol, 2.1 eq.) were added to a solution of benzyl {(7R)-6-cyano-7-(4-cyanophenyl)-5-methyl-4-[3-(trifluoromethyl)phenyl]-4,7-dihydro[1,2,4]triazolo[1,5-a]pyrimidin-2-yl}carbamate (30 mg, 54 μmol) in DMF (2 ml). The reaction mixture was stirred at RT for 12 h and then concentrated under reduced pressure. The residue was acidified with acetic acid and then purified ... Starting materials: CCOC(=O)CCc1ccccc1SC(C)=O, CC(=O)[O-], CC(C)(C)O, [Na+]. Reaction SMILES: [C:1]([CH3:2])(=[O:3])[S:4][c:5]1[cH:6][cH:7][cH:8][cH:9][c:10]1[CH2:11][CH2:12][C:13](=[O:14])[O:15][CH2:16][CH3:17].[CH3:19][C:20](=[O:21])[O-:22].[CH3:23][C:24]([OH:25])([CH3:26])[CH3:27].[Na+:18]>>[C:1]([CH3:2])(=[O:3])[S:4][c:5]1[cH:6][cH:7][cH:8][cH:9][c:10]1[CH2:11][CH2:12][C:13](=[O:14])[OH:15]. The product is CC(=O)Sc1ccccc1CCC(=O)O. Reactants: C=C(Br)CCO, CCN(C(C)C)C(C)C, ClCCl, CC(C)(C)[Si](C)(C)OS(=O)(=O)C(F)(F)F. Reaction SMILES: [Br:1][C:2]([CH2:3][CH2:4][OH:5])=[CH2:6].[CH:22]([N:23]([CH2:24][CH3:25])[CH:26]([CH3:27])[CH3:28])([CH3:29])[CH3:30].[Cl:31][CH2:32][Cl:33].[F:7][C:8]([F:9])([F:10])[S:11]([O:12][Si:13]([CH3:14])([CH3:15])[C:16]([CH3:17])([CH3:18])[CH3:19])(=[O:20])=[O:21]>>[Br:1][C:2]([CH2:3][CH2:4][O:5][Si:13]([CH3:14])([CH3:15])[C:16]([CH3:17])([CH3:18])[CH3:19])=[CH2:6]. Yields the product C=C(Br)CCO[Si](C)(C)C(C)(C)C. Starting materials: BrC(CC(=O)OCC)C(CCC(=O)[O-])=O (Ethyl 3-bromo-4-oxo-pimelate), C(C)(=S)N (thioacetamide), C(C)O (ethanol). Conditions: time 70 hour. Yields the product CC=1SC(=C(N1)CCC(=O)OCC)CC(=O)OCC (2-Methyl-5-ethoxycarbonylmethyl-4-(2-ethoxycarbonylethyl)-thiazole). Yield: 54.0%. RXN SMILES: Br[CH:2]([C:9](=O)[CH2:10][CH2:11][C:12]([O-:14])=[O:13])[CH2:3][C:4]([O:6][CH2:7][CH3:8])=[O:5].[C:16]([NH2:19])(=[S:18])[CH3:17].[CH2:20](O)[CH3:21]>>[CH3:17][C:16]1[S:18][C:10]([CH2:11][C:12]([O:14][CH2:20][CH3:21])=[O:13])=[C:9]([CH2:2][CH2:3][C:4]([O:6][CH2:7][CH3:8])=[O:5])[N:19]=1. Procedure details: The crude product obtained in step (a) is dissolved in anhydrous ethanol (150 ml) with thioacetamide (37.5 g; 0.5 mole). The mixture is stirred for 70 hours at room temperature, after which the ethanol is distilled off and the residue is taken up into water and ethyl ether. The ether phase is repeatedly extracted with 2 N sulfuric acid, and is then combined with the aqueous phase. The latter is adjusted to pH 7: the oil which separates is extracted with ether and distilled under reduced pressure... The reactants are C(C)(=O)OCC (ethyl acetate), [H-].[Al+3].[Li+].[H-].[H-].[H-] (lithium aluminium hydride), C(C1=CC=CC=C1)OC(=O)N1[C@H](CCC1)CC1=CNC2=C(C=C(C=C12)CS(=O)(=O)NC)Br ((R)-3-(N-benzyloxycarbonylpyrrolidin-2-ylmethyl)-7-bromo-5-(methylaminosulfonylmethyl)-1H-indole). The solvent is O (water), O1CCCC1 (tetrahydrofuran), O1CCCC1 (tetrahydrofuran). The product is BrC=1C=C(C=C2C(=CNC12)C[C@@H]1N(CCC1)C)CS(=O)(=O)NC ((R)-7-Bromo-5-(methylaminosulfonylmethyl)-3-(N-methylpyrrolidin-2-ylmethyl)-1H-indole). The yield is 99.3%. Reaction SMILES: [H-].[Al+3].[Li+].[H-].[H-].[H-].C(O[C:15]([N:17]1[CH2:21][CH2:20][CH2:19][C@@H:18]1[CH2:22][C:23]1[C:31]2[C:26](=[C:27]([Br:38])[CH:28]=[C:29]([CH2:32][S:33]([NH:36][CH3:37])(=[O:35])=[O:34])[CH:30]=2)[NH:25][CH:24]=1)=O)C1C=CC=CC=1.C(OCC)(=O)C>O1CCCC1.O>[Br:38][C:27]1[CH:28]=[C:29]([CH2:32][S:33]([NH:36][CH3:37])(=[O:35])=[O:34])[CH:30]=[C:31]2[C:26]=1[NH:25][CH:24]=[C:23]2[CH2:22][C@H:18]1[CH2:19][CH2:20][CH2:21][N:17]1[CH3:15] |f:0.1.2.3.4.5|. Procedure: To a chilled suspension of lithium aluminium hydride (47.89 g) in tetrahydrofuran (938 mL), (R)-3-(N-benzyloxycarbonylpyrrolidin-2-ylmethyl)-7-bromo-5-(methylaminosulfonylmethyl)-1H-indole (262.7 g) in tetrahydrofuran (1250 mL total) was added slowly dropwise. The reaction mixture was stirred at ambient temperature and then warmed to 40° C. until conversion was complete. Then, the mixture was cooled and quenched by slow addition of industrial methylated spirit (160 mL), followed by 4M aqueous so...